Dataset: the Open Reaction Database (ORD), a public repository of structured organic reaction records. Task: describe an organic reaction: reactants, conditions, products, and yield Reactants: O=C([O-])O, C=O, CCO, N#CCN1CCC(C(=O)NCC(=O)c2ccc(F)cc2)CC1, [Na+], O. The product is N#CCN1CCC(C(=O)NC(CO)C(=O)c2ccc(F)cc2)CC1. Reaction SMILES: [C:24]([O-:25])(=[O:26])[OH:27].[CH2:29]=[O:30].[CH3:31][CH2:32][OH:33].[F:1][c:2]1[cH:3][cH:4][c:5]([C:8]([CH2:9][NH:10][C:11](=[O:12])[CH:13]2[CH2:14][CH2:15][N:16]([CH2:19][C:20]#[N:21])[CH2:17][CH2:18]2)=[O:22])[cH:6][cH:7]1.[Na+:28].[OH2:23]>>[F:1][c:2]1[cH:3][cH:4][c:5]([C:8]([CH:9]([NH:10][C:11](=[O:12])[CH:13]2[CH2:14][CH2:15][N:16]([CH2:19][C:20]#[N:21])[CH2:17][CH2:18]2)[CH2:24][OH:25])=[O:22])[cH:6][cH:7]1. The reactants are C(C)(=O)Cl (Acetyl chloride), S1C2=C(C=C1)C=CC=C2C(=O)O (benzo[b]thiophene-7-carboxylic acid). Run in CO (methanol). Product: COC(=O)C1=CC=CC2=C1SC=C2 (Benzo[b]thiophene-7-carboxylic acid methyl ester). Yield: 92.7%. RXN SMILES: [C:1](Cl)(=O)C.[S:5]1[CH:9]=[CH:8][C:7]2[CH:10]=[CH:11][CH:12]=[C:13]([C:14]([OH:16])=[O:15])[C:6]1=2>CO>[CH3:1][O:15][C:14]([C:13]1[C:6]2[S:5][CH:9]=[CH:8][C:7]=2[CH:10]=[CH:11][CH:12]=1)=[O:16]. Procedure: Acetyl chloride (14.8 mmol; 1.05 mL) is added to a solution of benzo[b]thiophene-7-carboxylic acid (4.94 mmol; 880 mg) in methanol (20 mL). The reaction mixture is stirred at reflux for 24 h. The solvent is removed under reduced pressure. The residue is taken up in ethyl acetate washed with water, dried over anhydrous sodium sulfate, filtered, and concentrated under reduced pressure to yield the title compound (880 mg, 92%) as colorless oil. 1H NMR (CDCl3): δ 8.12 (dd, 1H, J=7.2 Hz, 0.6 Hz), 8.0... Starting materials: O (water), N1=CC=CC=C1 (pyridine), BrCC(C(C(=O)NC1=CC=C(C=C1)Cl)C)=O (4-bromo-4'-chloro-2-methylacetoacetanilide), C(C(C)C)(=O)NC(=S)N (N-isobutyrylthiourea). Run in C(C)O (ethanol). Product: ClC1=CC=C(C=C1)NC(=O)CC=C1N=C(SC1)NC(C(C)C)=O (4-(4-chlorophenylcarbamoylethylidene)-2-isobutyramido thiazole). Yield: 69.3%. Reaction SMILES: O.Br[CH2:3][C:4](=O)[CH:5](C)[C:6]([NH:8][C:9]1[CH:14]=[CH:13][C:12]([Cl:15])=[CH:11][CH:10]=1)=[O:7].[C:18]([NH:23][C:24]([NH2:26])=[S:25])(=[O:22])[CH:19]([CH3:21])[CH3:20].N1C=CC=C[CH:28]=1>C(O)C>[Cl:15][C:12]1[CH:11]=[CH:10][C:9]([NH:8][C:6]([CH2:5][CH:4]=[C:3]2[CH2:28][S:25][C:24]([NH:23][C:18](=[O:22])[CH:19]([CH3:21])[CH3:20])=[N:26]2)=[O:7])=[CH:14][CH:13]=1. Reported procedure: A 300 ml reaction flask fitted with a magnetic stirrer, heating mantle, thermometer and water-cooled condenser was charged with 5.0 g (0.016 mole) of 4-bromo-4'-chloro-2-methylacetoacetanilide [M.P. 103°-105°; prepared as described by Hodgkinson and Staskun in The Journal of Organic Chemistry, vol. 34, p. 1710 (1969)], 100 ml of ethanol, 2.5 g (0.017 mole) of N-isobutyrylthiourea [M.P. 112°-114°; prepared as described by Moore and Crossley in The Journal of the American Chemical Society, vol. 62... The reactants are O (water), ClC1=NC(=NC(=C1)Cl)SC (4,6-dichloro-2-methylmercaptopyrimidine), C(C)(C)N(CC)C(C)C (diisopropyl ethylamine), CNC (dimethylamine). The solvent is O1CCCC1 (tetrahydrofuran). Conditions: time 8 hour. The product is ClC1=CC(=NC(=N1)SC)N(C)C (6-chloro-4-dimethylamino-2-methylmercaptopyrimidine). Yield: 87.0%. Reaction SMILES: Cl[C:2]1[CH:7]=[C:6]([Cl:8])[N:5]=[C:4]([S:9][CH3:10])[N:3]=1.[CH:11]([N:14](C(C)C)[CH2:15]C)(C)C.CNC.O>O1CCCC1>[Cl:8][C:6]1[N:5]=[C:4]([S:9][CH3:10])[N:3]=[C:2]([N:14]([CH3:15])[CH3:11])[CH:7]=1. Procedure details: 4,6-dichloro-2-methylmercaptopyrimidine (10.0 g, 51 mmol) and diisopropyl ethylamine (17.5 ml, 102 mmol) was dissolved in tetrahydrofuran (400 ml), and a 50% aqueous dimethylamine solution (7.6 ml, 84 mmol) was dripped over the course of 1 hour into this solution under ice cooling. After this mixture liquid was agitated overnight at room temperature, water was added and extraction was carried out 2 times with ethyl acetate. After washing the organic layer with saturated saline, drying was done w...